Dataset: the Open Reaction Database (ORD), a public repository of structured organic reaction records. Task: describe an organic reaction: reactants, conditions, products, and yield The reactants are C(#N)CC=1N=CC(=NC1)NC(OC(C)(C)C)=O (tert-butyl 5-(cyanomethyl)pyrazin-2-ylcarbamate), C(C)O.CC1OCCC1 (ethanol 2-methyltetrahydrofuran), [O-]CC.[Na+] (sodium ethoxide), C(C=C)(=O)OCC (ethyl acrylate). Conditions: temperature 0 celsius, time 10 minute. Product: C(C)(C)(C)OC(=O)NC=1N=CC(=NC1)C(CCC(=O)OCC)C#N (ethyl 4-(5-(tert-butoxycarbonylamino)pyrazin-2-yl)-4-cyanobutanoate). The yield is 21.9%. As a reaction SMILES: [C:1]([CH2:3][C:4]1[N:5]=[CH:6][C:7]([NH:10][C:11](=[O:17])[O:12][C:13]([CH3:16])([CH3:15])[CH3:14])=[N:8][CH:9]=1)#[N:2].C(O)C.CC1CCCO1.[O-]CC.[Na+].[C:31]([O:35][CH2:36][CH3:37])(=[O:34])[CH:32]=[CH2:33]>>[C:13]([O:12][C:11]([NH:10][C:7]1[N:8]=[CH:9][C:4]([CH:3]([C:1]#[N:2])[CH2:33][CH2:32][C:31]([O:35][CH2:36][CH3:37])=[O:34])=[N:5][CH:6]=1)=[O:17])([CH3:14])([CH3:16])[CH3:15] |f:1.2,3.4|. Reported procedure: To tert-butyl 5-(cyanomethyl)pyrazin-2-ylcarbamate (0.32 g, 1.37 mmol) in a mixture solvent of ethanol/2-methyltetrahydrofuran (5 mL/5 mL) was added freshly prepared sodium ethoxide (1 M, 1.366 mL), and the mixture was stirred at 0° C. for 10 min, followed by addition of ethyl acrylate (145 ul, 1.366 mmol) and the mixture was stirred at 0° C. for 2 h. The reaction was quenched at this point by adding sat. NaHCO3 (5 mL), and the reaction mixture was stirred for another 10 min, diluted with EtOAc ... Starting materials: C1(CC1)COC1=C(C=CC=C1OC)/C=C/C=1N=C2N(C(C1)=O)C=CS2 (7-{(E)-2-[2-(Cyclopropylmethoxy)-3-methoxyphenyl]vinyl}-5H-[1,3]thiazolo[3,2-a]pyrimidin-5-one), intermediate, IN1C(CCC1=O)=O (N-iodosuccinimide). The solvent is C(C)#N (acetonitrile), O (water). Reaction conditions: temperature 60 celsius, time 4 hour. The product is C1(CC1)COC1=C(C=CC=C1OC)/C=C/C=1N=C2N(C(C1I)=O)C=CS2 (7-{(E)-2-[2-(Cyclopropylmethoxy)-3-methoxyphenyl]vinyl}-6-iodo-5H-[1,3]thiazolo[3,2-a]pyrimidin-5-one). As a reaction SMILES: [CH:1]1([CH2:4][O:5][C:6]2[C:11]([O:12][CH3:13])=[CH:10][CH:9]=[CH:8][C:7]=2/[CH:14]=[CH:15]/[C:16]2[N:17]=[C:18]3[S:25][CH:24]=[CH:23][N:19]3[C:20](=[O:22])[CH:21]=2)[CH2:3][CH2:2]1.[I:26]N1C(=O)CCC1=O>C(#N)C.O>[CH:1]1([CH2:4][O:5][C:6]2[C:11]([O:12][CH3:13])=[CH:10][CH:9]=[CH:8][C:7]=2/[CH:14]=[CH:15]/[C:16]2[N:17]=[C:18]3[S:25][CH:24]=[CH:23][N:19]3[C:20](=[O:22])[C:21]=2[I:26])[CH2:3][CH2:2]1. Procedure: To a solution of Step 3 intermediate (3.89 g, 10.72 mmol) was added N-iodosuccinimide (2.69 g, 11.79 mmol) in acetonitrile at room temperature. The reaction temperature was then raised to 60° C. and stirred for 4 h. The reaction mixture was then cooled to room temperature, diluted with water and stirred for 20 min. The filtered solid was washed with water and dried to afford 5.19 g of the desired compound; 1H NMR (300 MHz, CDCl3) δ 0.32-0.33 (m, 2H), 0.54-0.56 (d, J=7.2 Hz, 2H), 1.22 (br s, 1H),... Reactants: C(#N)CC(N)=S (2-cyanoethanethioamide), BrCC (bromoethane), [O-]CC.[Na+] (sodium ethoxide), NC1=C(C(=O)O)C=C(C=C1)Cl (2-amino-5-chlorobenzoic acid). Conditions: time 6 hour. The product is ClC=1C=C2C(N=C(NC2=CC1)CC#N)=O (2-(6-chloro-4-oxo-1,4-dihydroquinazolin-2-yl)acetonitrile). The yield is 28.6%. RXN SMILES: [C:1]([CH2:3][C:4](=S)[NH2:5])#[N:2].BrCC.[O-]CC.[Na+].[NH2:14][C:15]1[CH:23]=[CH:22][C:21]([Cl:24])=[CH:20][C:16]=1[C:17]([OH:19])=O>>[Cl:24][C:21]1[CH:20]=[C:16]2[C:15](=[CH:23][CH:22]=1)[NH:14][C:4]([CH2:3][C:1]#[N:2])=[N:5][C:17]2=[O:19] |f:2.3|. Reported procedure: 2-cyanoethanethioamide (501 mg, 5.00 mmol) and bromoethane (448 μL, 6.00 mmol) were added an ethanolic solution of sodium ethoxide (6.00 mmol, 3 mL). The resulting mixture was stirred for 6 hours, 2-amino-5-chlorobenzoic acid (858 mg, 5.00 mmol) was added, and the reaction was refluxed overnight with stirring. A solid precipitate formed upon cooling of the reaction mixture, which was recovered by vacuum filtration and washed sequentially with ethanol, water, ethanol, and diethyl ether. The solid...